Task: describe an organic reaction: reactants, conditions, products, and yield. Dataset: the Open Reaction Database (ORD), a public repository of structured organic reaction records Reactants: COC1CCN(CC1)C=1C=CC(=C(C1)OS(=O)(=O)C(F)(F)F)[N+](=O)[O-] (Trifluoromethanesulfonic acid 5-(4-methoxypiperidin-1-yl)-2-nitrophenyl ester), CC1(OB(OC1(C)C)C1=CCC2(CC1)CCCCC2)C (4,4,5,5-Tetramethyl-2-spiro[5.5]undec-2-en-3-yl-[1,3,2]dioxaborolane). The product is COC1CCN(CC1)C1=CC(=C(C=C1)[N+](=O)[O-])C1=CCC2(CC1)CCCCC2 (4-Methoxy-1-(4-nitro-3-spiro[5.5]undec-2-en-3-yl-phenyl)piperidine). Isolated yield 111.6%. RXN SMILES: [CH3:1][O:2][CH:3]1[CH2:8][CH2:7][N:6]([C:9]2[CH:10]=[CH:11][C:12]([N+:23]([O-:25])=[O:24])=[C:13](OS(C(F)(F)F)(=O)=O)[CH:14]=2)[CH2:5][CH2:4]1.CC1(C)C(C)(C)OB([C:34]2[CH2:39][CH2:38][C:37]3([CH2:44][CH2:43][CH2:42][CH2:41][CH2:40]3)[CH2:36][CH:35]=2)O1>>[CH3:1][O:2][CH:3]1[CH2:8][CH2:7][N:6]([C:9]2[CH:10]=[CH:11][C:12]([N+:23]([O-:25])=[O:24])=[C:13]([C:34]3[CH2:39][CH2:38][C:37]4([CH2:40][CH2:41][CH2:42][CH2:43][CH2:44]4)[CH2:36][CH:35]=3)[CH:14]=2)[CH2:5][CH2:4]1. Procedure details: Trifluoromethanesulfonic acid 5-(4-methoxypiperidin-1-yl)-2-nitrophenyl ester (2.0 g, 5.43 mmol) prepared in Example (7c) was used as the starting material. 4,4,5,5-Tetramethyl-2-spiro[5.5]undec-2-en-3-yl-[1,3,2]dioxaborolane (1.65 g, 5.97 mmol) prepared in Example (39b) was used instead of 4-t-butylcyclohex-1-enyl-(4,4,5,5-tetramethyl)-[1,3,2]dioxaborolane for reaction in a manner similar to Example (7e) and treated in a similar manner, to give 2.331 g of the title compound as an orange oil. Reactants: C(C)OC(C)=O.Cl (hydrogen chloride ethyl acetate), CN(C(OC(C)(C)C)=O)CCN(CCCOC1=CC2=C(N(C(C(C(N2C)=O)(C)C)=O)C)C=C1)CC1=CC=NC=C1 (tert-butyl methyl-(2-{pyridin-4-ylmethyl-[3-(1,3,3,5-tetramethyl-2,4-dioxo-2,3,4,5-tetrahydro-1H-benzo[b][1,4]diazepin-7-yloxy)propyl]amino}ethyl)carbamate). Solvent: C(C)(=O)OCC (ethyl acetate). Run at time 8 hour. Yields the product CN1C2=C(N(C(C(C1=O)(C)C)=O)C)C=C(C=C2)OCCCN(CC2=CC=NC=C2)CCNC (1,3,3,5-tetramethyl-7-{3-[(2-methylaminoethyl)pyridin-4-ylmethylamino]propoxy}-1,5-dihydrobenzo[b][1,4]diazepine-2,4-dione). Isolated yield 127.0%. Reaction SMILES: C(OC(=O)C)C.Cl.[CH3:8][N:9]([CH2:17][CH2:18][N:19]([CH2:41][C:42]1[CH:47]=[CH:46][N:45]=[CH:44][CH:43]=1)[CH2:20][CH2:21][CH2:22][O:23][C:24]1[CH:40]=[CH:39][C:27]2[N:28]([CH3:38])[C:29](=[O:37])[C:30]([CH3:36])([CH3:35])[C:31](=[O:34])[N:32]([CH3:33])[C:26]=2[CH:25]=1)C(=O)OC(C)(C)C>C(OCC)(=O)C>[CH3:38][N:28]1[C:29](=[O:37])[C:30]([CH3:35])([CH3:36])[C:31](=[O:34])[N:32]([CH3:33])[C:26]2[CH:25]=[C:24]([O:23][CH2:22][CH2:21][CH2:20][N:19]([CH2:18][CH2:17][NH:9][CH3:8])[CH2:41][C:42]3[CH:43]=[CH:44][N:45]=[CH:46][CH:47]=3)[CH:40]=[CH:39][C:27]1=2 |f:0.1|. Procedure details: A 4N-hydrogen chloride ethyl acetate solution (3.2 ml) was added to an ethyl acetate solution (30 ml) of tert-butyl methyl-(2-{pyridin-4-ylmethyl-[3-(1,3,3,5-tetramethyl-2,4-dioxo-2,3,4,5-tetrahydro-1H-benzo[b][1,4]diazepin-7-yloxy)propyl]amino}ethyl)carbamate (1.43 g, 2.5 mmol) and stirred at room temperature overnight. The reaction mixture was concentrated under reduced pressure. The residue was dissolved in dichloromethane, and trifluoroacetic acid (3 ml) was added thereto. Stirring was condu... The reactants are N1(CCNCC1)N1C(CCC2=CC=CC=C12)=O (1-(1-piperazinyl)-3,4-dihydro-2(1H)-quinolinone), CC1=CC=CC=2N1C=C(N2)C(=O)O (5-methylimidazo[1,2-a]pyridine-2-carboxylic acid), ON1N=NC2=C1C=CC=C2 (1-hydroxybenzotriazole), Cl.C(C)N=C=NCCCN(C)C (1-ethyl-3-(3-dimethylaminopropyl)carbodiimide hydrochloride). Run in CN(C=O)C (N,N-dimethylformamide). Conditions: time 1 hour. Product: CC1=CC=CC=2N1C=C(N2)C(=O)N2CCN(CC2)C=2C=C1CCC(NC1=CC2)=O (6-[4-(5-methylimidazo[1,2-a]pyridine-2-carbonyl)-1-piperazinyl]-3,4-dihydro-2(1H)-quinolinone). Isolated yield 51.4%. RXN SMILES: [CH3:1][C:2]1[N:7]2[CH:8]=[C:9]([C:11]([OH:13])=O)[N:10]=[C:6]2[CH:5]=[CH:4][CH:3]=1.O[N:15]1[C:19]2C=CC=C[C:18]=2[N:17]=N1.Cl.[CH2:25](N=C=NCCCN(C)C)[CH3:26].N1([N:42]2[C:51]3[C:46](=[CH:47][CH:48]=[CH:49][CH:50]=3)[CH2:45][CH2:44][C:43]2=[O:52])CCNCC1>CN(C)C=O>[CH3:1][C:2]1[N:7]2[CH:8]=[C:9]([C:11]([N:17]3[CH2:18][CH2:19][N:15]([C:48]4[CH:47]=[C:46]5[C:51](=[CH:50][CH:49]=4)[NH:42][C:43](=[O:52])[CH2:44][CH2:45]5)[CH2:26][CH2:25]3)=[O:13])[N:10]=[C:6]2[CH:5]=[CH:4][CH:3]=1 |f:2.3|. Procedure: A mixture of 5-methylimidazo[1,2-a]pyridine-2-carboxylic acid (704 mg), 1-hydroxybenzotriazole (648 mg), 1-ethyl-3-(3-dimethylaminopropyl)carbodiimide hydrochloride (917 mg) and N,N-dimethylformamide (25 ml) was stirred for 1 hour at ambient temperature. 1-(1-piperazinyl)-3,4-dihydro-2(1H)-quinolinone (924 mg) was added thereto, and the mixture was stirred for 10 hours at the same temperature. After the solvent was removed, to the residue were added 5% solution of methanol in chloroform (30 ml) ...